This data is from the Open Reaction Database (ORD), a public repository of structured organic reaction records. The task is: describe an organic reaction: reactants, conditions, products, and yield The reactants are C(C1=CC=CC=C1)OC(=O)NN(C(C1=CC(=CC(=C1)C)C)=O)[C@H](CC=C)C(C)(C)C ((R)—N′-(1-tert-butyl-but-3-enyl)-N′-(3,5-dimethyl-benzoyl)-hydrazinecarboxylic acid benzyl ester), C(C=C)[Si@]1(OC([C@@H](N1C)C)C1=CC=CC=C1)Cl ((S,S)-2-allyl-2-chloro-3,4-dimethyl-5-phenyl-[1,3,2]oxazasilolidine), C(C=C)[Si@]1(OC([C@@H](N1C)C)C1=CC=CC=C1)Cl ((S,S)-2-allyl-2-chloro-3,4-dimethyl-5-phenyl-[1,3,2]oxazasilolidine). Product: C(C1=CC=CC=C1)OC(=O)NN[C@H](CC=C)C(C)(C)C ((R)—N′-(1-tert-butyl-but-3-enyl)-hydrazinecarboxylic acid benzyl ester). RXN SMILES: [CH2:1]([O:8][C:9]([NH:11][N:12]([C@@H:23]([C:27]([CH3:30])([CH3:29])[CH3:28])[CH2:24][CH:25]=[CH2:26])C(=O)C1C=C(C)C=C(C)C=1)=[O:10])[C:2]1[CH:7]=[CH:6][CH:5]=[CH:4][CH:3]=1.C([Si@]1(Cl)N(C)[C@@H](C)C(C2C=CC=CC=2)O1)C=C>>[CH2:1]([O:8][C:9]([NH:11][NH:12][C@@H:23]([C:27]([CH3:30])([CH3:29])[CH3:28])[CH2:24][CH:25]=[CH2:26])=[O:10])[C:2]1[CH:7]=[CH:6][CH:5]=[CH:4][CH:3]=1. Reported procedure: Briefly, benzyl carbazate (compound A) was reacted with pivaldehyde to give (E)-N′-(2,2-dimethyl-propylidene)-hydrazinecarboxylic acid benzyl ester (compound B). Compound B was reacted with (S,S)-2-allyl-2-chloro-3,4-dimethyl-5-phenyl-[1,3,2]oxazasilolidine (Compound C; see Leighton et al., J. Am. Chem. Soc. 125:9596 (2003) and WO 03/074534) to give (R)—N′-(1-tert-butyl-but-3-enyl)-hydrazinecarboxylic acid benzyl ester (compound D). Compound D was reacted with 3,5-dimethyl benzoyl chloride to gi... The reactants are C(=O)(OC(C)(C)C)N1C[C@H](CC1)N(C(C(CO)(C)C)=O)C1CCC(CC1)(C)C ((3S)-1-Boc-3-[(4,4-dimethylcyclohexyl)(3-hydroxy-2,2-dimethylpropanoyl)amino]pyrrolidine), TEA, CS(=O)(=O)Cl (methanesulfonylchloride). Run in C(Cl)Cl (DCM). Reaction conditions: time 1 hour. Product: C(=O)(OC(C)(C)C)N1C[C@H](CC1)N(C(C(COS(=O)(=O)C)(C)C)=O)C1CCC(CC1)(C)C ((3S)-1-Boc-3-[(4,4-dimethylcyclohexyl){2,2-dimethyl-3-[(methylsulfonyl)oxy]propanoyl}amino]pyrrolidine). Isolated yield 69.3%. Reaction SMILES: [C:1]([N:8]1[CH2:12][CH2:11][C@H:10]([N:13]([CH:21]2[CH2:26][CH2:25][C:24]([CH3:28])([CH3:27])[CH2:23][CH2:22]2)[C:14](=[O:20])[C:15]([CH3:19])([CH3:18])[CH2:16][OH:17])[CH2:9]1)([O:3][C:4]([CH3:7])([CH3:6])[CH3:5])=[O:2].[CH3:29][S:30](Cl)(=[O:32])=[O:31]>C(Cl)Cl>[C:1]([N:8]1[CH2:12][CH2:11][C@H:10]([N:13]([CH:21]2[CH2:26][CH2:25][C:24]([CH3:28])([CH3:27])[CH2:23][CH2:22]2)[C:14](=[O:20])[C:15]([CH3:19])([CH3:18])[CH2:16][O:17][S:30]([CH3:29])(=[O:32])=[O:31])[CH2:9]1)([O:3][C:4]([CH3:5])([CH3:6])[CH3:7])=[O:2]. Procedure: To a solution of (3S)-1-Boc-3-[(4,4-dimethylcyclohexyl)(3-hydroxy-2,2-dimethylpropanoyl)amino]pyrrolidine (300 mg, 0.76 mmol) prepared in Step B of Example A8 in DCM was added TEA (192 mg, 1.9 mmol), slowly added dropwise methanesulfonylchloride (104 mg, 0.91 mmol) at 0° C., and the solution was heated to rt, and stirred for 1 h. After the reaction finished, the solvent was concentrated in vacuo, and washed with water and EtOAc. The organic layer was dried over MgSO4, concentrated in vacuo, and ...